From a dataset of the Open Reaction Database (ORD), a public repository of structured organic reaction records. describe an organic reaction: reactants, conditions, products, and yield Solvent: C(Cl)(Cl)Cl (chloroform). Run at time 12 hour. RXN SMILES: [O:1]1[C:6]2[CH:7]=[CH:8][C:9]([CH2:11][N:12]([CH:20]3[CH2:25][CH2:24][N:23]([CH2:26][CH2:27][N:28]4[C:37]5[C:32](=[CH:33][CH:34]=[C:35]([Br:38])[CH:36]=5)[N:31]=[CH:30][C:29]4=[O:39])[CH2:22][CH2:21]3)C(=O)OC(C)(C)C)=[CH:10][C:5]=2[O:4][CH2:3][CH2:2]1.FC(F)(F)C(O)=O>C(Cl)(Cl)Cl>[O:1]1[C:6]2[CH:7]=[CH:8][C:9]([CH2:11][NH:12][CH:20]3[CH2:21][CH2:22][N:23]([CH2:26][CH2:27][N:28]4[C:37]5[C:32](=[CH:33][CH:34]=[C:35]([Br:38])[CH:36]=5)[N:31]=[CH:30][C:29]4=[O:39])[CH2:24][CH2:25]3)=[CH:10][C:5]=2[O:4][CH2:3][CH2:2]1. Starting materials: O1CCOC2=C1C=CC(=C2)CN(C(OC(C)(C)C)=O)C2CCN(CC2)CCN2C(C=NC1=CC=C(C=C21)Br)=O (tert-butyl (2,3-dihydro-1,4-benzodioxin-6-ylmethyl)(1-(2-(7-bromo-2-oxoquinoxalin-1(2H)-yl)ethyl)piperidin-4-yl)carbamate), FC(C(=O)O)(F)F (trifluoroacetic acid). Isolated yield 71.5%. Reported procedure: To 20 mL of a chloroform solution containing 0.47 g of tert-butyl (2,3-dihydro-1,4-benzodioxin-6-ylmethyl)(1-(2-(7-bromo-2-oxoquinoxalin-1(2H)-yl)ethyl)piperidin-4-yl)carbamate, 20 mL of trifluoroacetic acid was added and stirred at room temperature for 12 hours. After solvents of the reaction mixture were removed under reduced pressure and the residue was alkalized by aqueous saturated sodium hydrogen carbonate solution, it was extracted with chloroform. The organic layer was dried over anhydro... Product: O1CCOC2=C1C=CC(=C2)CNC2CCN(CC2)CCN2C(C=NC1=CC=C(C=C21)Br)=O (1-(2-(4-((2,3-dihydro-1,4-benzodioxin-6-ylmethyl)amino)piperidin-1-yl)ethyl)-7-bromoquinoxalin-2(1H)-one). The reactants are CC1=C(C(=NO1)C1=CC=CC=C1)COC1=NC=C(C(=O)O)C=C1 (6-(5-methyl-3-phenyl-isoxazol-4-ylmethoxy)-nicotinic acid), NC1C(CCCC1)O (2-aminocyclohexanol). Yields the product OC1C(CCCC1)NC(C1=CN=C(C=C1)OCC=1C(=NOC1C)C1=CC=CC=C1)=O (N-(2-Hydroxy-cyclohexyl)-6-(5-methyl-3-phenyl-isoxazol-4-ylmethoxy)-nicotinamide). Isolated yield 50.0%. RXN SMILES: [CH3:1][C:2]1[O:6][N:5]=[C:4]([C:7]2[CH:12]=[CH:11][CH:10]=[CH:9][CH:8]=2)[C:3]=1[CH2:13][O:14][C:15]1[CH:23]=[CH:22][C:18]([C:19]([OH:21])=O)=[CH:17][N:16]=1.[NH2:24][CH:25]1[CH2:30][CH2:29][CH2:28][CH2:27][CH:26]1[OH:31]>>[OH:31][CH:26]1[CH2:27][CH2:28][CH2:29][CH2:30][CH:25]1[NH:24][C:19](=[O:21])[C:18]1[CH:22]=[CH:23][C:15]([O:14][CH2:13][C:3]2[C:4]([C:7]3[CH:8]=[CH:9][CH:10]=[CH:11][CH:12]=3)=[N:5][O:6][C:2]=2[CH3:1])=[N:16][CH:17]=1. Reported procedure: As described for example 191, 6-(5-methyl-3-phenyl-isoxazol-4-ylmethoxy)-nicotinic acid (200 mg, 0.65 mmol) was converted, using rac-(cis and trans)-2-aminocyclohexanol instead of 2-aminoethyl isopropylether, to the title compound (130 mg, 50%) which was obtained as a white solid. MS: m/e=408.4 [M+H]+. Reactants: C(C=C)(=O)OCCC(C)O (3-hydroxybutyl acrylate), C(C)(C)(C)C1=C(C(=CC(=C1)C)C(C)(C)C)O (2,6-di-tert-butyl-4-methylphenol), CN(C)CCCN1CN(CN(C1)CCCN(C)C)CCCN(C)C (Desmorapid), CSC1=CC=C(C=C1)N=C=O (4-(methylthio)phenyl isocyanate), [N-]=C=O (isocyanate). Solvent: C(C)(=O)OCC (ethyl acetate). Reaction conditions: temperature 60 celsius. Yields the product C(C=C)(=O)OCC(CC)OC(NC1=CC=C(C=C1)SC)=O (2-({[4-(Methylsulphanyl)phenyl]carbamoyl}oxy)butyl prop-2-enoate). Reaction SMILES: C(C1C=C(C)C=C(C(C)(C)C)C=1[OH:16])(C)(C)C.CN(CCCN1CN(CCCN(C)C)CN(CCCN(C)C)C1)C.[CH3:41][S:42][C:43]1[CH:48]=[CH:47][C:46]([N:49]=[C:50]=[O:51])=[CH:45][CH:44]=1.[C:52]([O:56][CH2:57][CH2:58][CH:59](O)[CH3:60])(=[O:55])[CH:53]=[CH2:54].[N-]=C=O>C(OCC)(=O)C>[C:52]([O:56][CH2:57][CH:58]([O:51][C:50](=[O:16])[NH:49][C:46]1[CH:47]=[CH:48][C:43]([S:42][CH3:41])=[CH:44][CH:45]=1)[CH2:59][CH3:60])(=[O:55])[CH:53]=[CH2:54]. Procedure: 0.02 g of 2,6-di-tert-butyl-4-methylphenol, 0.01 g of Desmorapid Z, 13.3 g of 4-(methylthio)phenyl isocyanate in 25 g of ethyl acetate were initially introduced into a 100 ml round-bottomed flask and heated to 60° C. Thereafter, 11.6 g of 3-hydroxybutyl acrylate were added dropwise and the mixture was kept further at 60° C. until the isocyanate content had fallen below 0.1%. Thereafter, the ethyl acetate was distilled off at 5 mbar and cooling was effected. The product was obtained as a crystall... Starting materials: solution, [Li]C(C)(C)C (tBuLi), FC1=CC=C(C=C1)N(C=1SC=CN1)C (N-(4-fluorophenyl)-N-methylthiazol-2-amine), ClC1=NC=C(C=N1)F (2-chloro-5-fluoropyrimidine), ClC=1C(C(=C(C(C1Cl)=O)C#N)C#N)=O (2,3-dichloro-5,6-dicyano-1,4-benzoquinone), [OH-].[Na+] (NaOH). Solvent: CCCCCCC (heptane), C1CCOC1 (THF), O (water), CCOC(=O)C (EtOAc). Reaction conditions: temperature -78 celsius, time 1 hour. The product is ClC1=NC=C(C(=N1)C1=CN=C(S1)N(C)C1=CC=C(C=C1)F)F (5-(2-Chloro-5-fluoropyrimidin-4-yl)-N-(4-fluorophenyl)-N-methylthiazol-2-amine). As a reaction SMILES: [Li]C(C)(C)C.[F:6][C:7]1[CH:12]=[CH:11][C:10]([N:13]([CH3:19])[C:14]2[S:15][CH:16]=[CH:17][N:18]=2)=[CH:9][CH:8]=1.[Cl:20][C:21]1[N:26]=[CH:25][C:24]([F:27])=[CH:23][N:22]=1.ClC1C(=O)C(C#N)=C(C#N)C(=O)C=1Cl.[OH-].[Na+]>CCCCCCC.C1COCC1.O.CCOC(C)=O>[Cl:20][C:21]1[N:26]=[C:25]([C:16]2[S:15][C:14]([N:13]([C:10]3[CH:9]=[CH:8][C:7]([F:6])=[CH:12][CH:11]=3)[CH3:19])=[N:18][CH:17]=2)[C:24]([F:27])=[CH:23][N:22]=1 |f:4.5|. Reported procedure: 8.4 mL (13 mmol) of a 1.6 M solution of tBuLi in heptane was added to a rapidly stirred suspension of 2.5 g (12 mmol) of N-(4-fluorophenyl)-N-methylthiazol-2-amine in 50 mL of THF at −78° C. The solution was stirred for 1 min at −78° C. before 1.3 mL (13 mmol) of 2-chloro-5-fluoropyrimidine was added. The reaction solution was stirred for 1 h at −78° C., then quenched by addition of 2 mL of MeOH. Solid 2,3-dichloro-5,6-dicyano-1,4-benzoquinone (5.5 g, 24 mmol) was added and the reaction solution...